From a dataset of the Open Reaction Database (ORD), a public repository of structured organic reaction records. describe an organic reaction: reactants, conditions, products, and yield Starting materials: N#N.COC=1C=C2C=CC(=CC2=CC1)S(=O)(=O)N[C@@H](CCCNC(N)=N)C(=O)O (N2 (6-methoxy-2-naphthylsulfonyl)-L-arginine), S(=O)(Cl)Cl (thionyl chloride), C(C)OCC (diethyl ether). Conditions: time 2 hour. Yields the product N#N.Cl.COC=1C=C2C=CC(=CC2=CC1)S(=O)(=O)N[C@@H](CCCNC(N)=N)C(=O)Cl (N2 (6-methoxy-2-naphthylsulfonyl)-L-arginyl chloride hydrochloride). As a reaction SMILES: [N:1]#[N:2].[CH3:3][O:4][C:5]1[CH:6]=[C:7]2[C:12](=[CH:13][CH:14]=1)[CH:11]=[C:10]([S:15]([NH:18][C@H:19]([C:27]([OH:29])=O)[CH2:20][CH2:21][CH2:22][NH:23][C:24](=[NH:26])[NH2:25])(=[O:17])=[O:16])[CH:9]=[CH:8]2.C(OCC)C.S(Cl)([Cl:37])=O>>[N:1]#[N:2].[ClH:37].[CH3:3][O:4][C:5]1[CH:6]=[C:7]2[C:12](=[CH:13][CH:14]=1)[CH:11]=[C:10]([S:15]([NH:18][C@H:19]([C:27]([Cl:37])=[O:29])[CH2:20][CH2:21][CH2:22][NH:23][C:24](=[NH:26])[NH2:25])(=[O:17])=[O:16])[CH:9]=[CH:8]2 |f:0.1,4.5.6|. Procedure: A suspension of 2.5 g of N2 -(6-methoxy-2-naphthylsulfonyl)-L-arginine in 20 ml of thionyl chloride was stirred for 2 hours at room temperature. Addition of cold dry diethyl ether resulted in a precipitate which was collected by filtration and washed several times with dry diethyl ether to give N2 -(6-methoxy-2-naphthylsulfonyl)-L-arginyl chloride hydrochloride. The reactants are N(C(=N)N)C=1SC=C(N1)CSCCN (2-[(2-guanidinothiazol-4-yl)methylthio]ethylamine), COC1=NS(N=C1OC)(=O)=O (3,4-dimethoxy-1,2,5-thiadiazole 1,1-dioxide), 3-methoxy-4-{2-[(2-guanidinothiazol-4-yl)methylthio]ethylamino}-1,2,5-thiadazole 1,1-dioxide, NCC(CO)O (3-amino-1,2-propanediol). Product: OC(CNC1=NS(N=C1NCCSCC=1N=C(SC1)NC(=N)N)(=O)=O)CO (3-(2,3-Dihydroxypropylamino)-4-{2-[(2-guanidinothiazol-4-yl)methylthio]ethylamino}-1,2,5-thiadiazole 1,1-dioxide). As a reaction SMILES: [NH:1]([C:5]1[S:6][CH:7]=[C:8]([CH2:10][S:11][CH2:12][CH2:13][NH2:14])[N:9]=1)[C:2]([NH2:4])=[NH:3].CO[C:17]1[C:21](OC)=[N:20][S:19](=[O:25])(=[O:24])[N:18]=1.[NH2:26][CH2:27][CH:28]([OH:31])[CH2:29][OH:30]>>[OH:31][CH:28]([CH2:29][OH:30])[CH2:27][NH:26][C:21]1[C:17]([NH:14][CH2:13][CH2:12][S:11][CH2:10][C:8]2[N:9]=[C:5]([NH:1][C:2]([NH2:4])=[NH:3])[S:6][CH:7]=2)=[N:18][S:19](=[O:24])(=[O:25])[N:20]=1. Procedure details: When a methanolic solution of 2-[(2-guanidinothiazol-4-yl)methylthio]ethylamine is reacted with 3,4-dimethoxy-1,2,5-thiadiazole 1,1-dioxide by the procedure of Example 31 and the resultant 3-methoxy-4-{2-[(2-guanidinothiazol-4-yl)methylthio]ethylamino}-1,2,5-thiadazole 1,1-dioxide is treated with 3-amino-1,2-propanediol, the title compound is thereby produced. Reactants: NC1=NC=C(N=C1Br)Br (2-amino-3,5-dibromo-pyrazine), S(O)(O)(=O)=O (sulfuric acid), N(=O)[O-].[Na+] (sodium nitrite), S(O)(O)(=O)=O (sulfuric acid). Run at temperature 20 celsius, time 15 hour. The product is BrC=1C(NC=C(N1)Br)=O (3,5-dibromo-pyrazin-2-one). RXN SMILES: N[C:2]1[C:7]([Br:8])=[N:6][C:5]([Br:9])=[CH:4][N:3]=1.S(=O)(=O)(O)[OH:11].N([O-])=O.[Na+]>>[Br:8][C:7]1[C:2](=[O:11])[NH:3][CH:4]=[C:5]([Br:9])[N:6]=1 |f:2.3|. Reported procedure: A solution of 12.65 g of 2-amino-3,5-dibromo-pyrazine and 18.5 ml of 96% sulfuric acid is added dropwise to a solution of 3.45 g of sodium nitrite and 27.5 ml of 96% sulfuric acid at 0° to 5° C. The mixture is then allowed to warm to 20° C. in the course of 2 hours and is stirred at 20°-25° C. for a further 15 hours. The reaction mixture is poured into ice and the product is filtered off, washed with ice-water and dried to give 5.8 g of 3,5-dibromo-pyrazin-2-one. The reactants are FC=1C=CC(=C2C[C@H](COC12)N(CCC)C(CC)CC)O ((R)-8-Fluoro-5-hydroxy-3-(N-3-pentyl-N-n-propylamino)chroman), Cl (HCl). Run in CCOCC (ether), CCOCC (ether). The product is Cl.FC=1C=CC(=C2C[C@H](COC12)N(CCC)C(CC)CC)O ((R)-8-Fluoro-5-hydroxy-3-(N-3-pentyl-N-n-propylamino)chroman hydrochloride). As a reaction SMILES: [F:1][C:2]1[CH:3]=[CH:4][C:5]([OH:21])=[C:6]2[C:11]=1[O:10][CH2:9][C@H:8]([N:12]([CH:16]([CH2:19][CH3:20])[CH2:17][CH3:18])[CH2:13][CH2:14][CH3:15])[CH2:7]2.[ClH:22]>CCOCC>[ClH:22].[F:1][C:2]1[CH:3]=[CH:4][C:5]([OH:21])=[C:6]2[C:11]=1[O:10][CH2:9][C@H:8]([N:12]([CH:16]([CH2:17][CH3:18])[CH2:19][CH3:20])[CH2:13][CH2:14][CH3:15])[CH2:7]2 |f:3.4|. Procedure: (R)-8-Fluoro-5-hydroxy-3-(N-3-pentyl-N-n-propylamino)chroman (180 mg, 0.6 mmol) was dissolved in ether. HCl in ether was added to precipitate the HCl-salt, and gave after drying 200 mg of (R)-8-fluoro-5-hydroxy-3-(N-3-pentyl-N-n-propylamino)-chroman hydrochloride as a white powder. Mp: 80°-100° C. (sinters).